From a dataset of the Open Reaction Database (ORD), a public repository of structured organic reaction records. describe an organic reaction: reactants, conditions, products, and yield The reactants are O=C([O-])[O-], CCO, NC(=O)c1cccc(C(F)(F)F)c1, [K+], [K+], c1ccc(C2CCNCC2)nc1. The product is O=C(NCN1CCC(c2ccccn2)CC1)c1cccc(C(F)(F)F)c1. Reaction SMILES: [C:26](=[O:27])([O-:28])[O-:29].[CH2:32]([OH:33])[CH3:34].[F:13][C:14]([c:15]1[cH:16][c:17]([C:18](=[O:19])[NH2:20])[cH:21][cH:22][cH:23]1)([F:24])[F:25].[K+:30].[K+:31].[NH:1]1[CH2:2][CH2:3][CH:4]([c:7]2[n:8][cH:9][cH:10][cH:11][cH:12]2)[CH2:5][CH2:6]1>>[N:1]1([CH2:26][NH:20][C:18]([c:17]2[cH:16][c:15]([C:14]([F:13])([F:24])[F:25])[cH:23][cH:22][cH:21]2)=[O:19])[CH2:2][CH2:3][CH:4]([c:7]2[n:8][cH:9][cH:10][cH:11][cH:12]2)[CH2:5][CH2:6]1. Reactants: ClC1=C(C=C(C=C1)O)C (4-chloro-3-methylphenol), C(C)(=O)OC(C)=O (acetic anhydride). The reagents and catalysts are S(O)(O)(=O)=O (sulfuric acid). The solvent is O (water). Conditions: time 1 hour. Product: C(C)(=O)OC1=CC(=C(C=C1)Cl)C (4-Chloro-3-methylphenyl Acetate). Reaction SMILES: [Cl:1][C:2]1[CH:7]=[CH:6][C:5]([OH:8])=[CH:4][C:3]=1[CH3:9].[C:10](OC(=O)C)(=[O:12])[CH3:11]>S(=O)(=O)(O)O.O>[C:10]([O:8][C:5]1[CH:6]=[CH:7][C:2]([Cl:1])=[C:3]([CH3:9])[CH:4]=1)(=[O:12])[CH3:11]. Procedure details: 43.0 g (0.30 mol) of 4-chloro-3-methylphenol, 34 ml (0.36 mol) of acetic anhydride and a few drops of concentrated sulfuric acid were stirred for 2 h at 60° C. in a 250 ml flask equipped with a reflux condenser. The reaction mixture was cooled to room temperature, poured into 200 ml of water and stirred for 1 h at room temperature. The mixture was then extracted with 400 ml of diethyl ether. The organic phase was dried over magnesium sulfate and the ether was distilled off. The raw product is su... Reported procedure: At RT, 60 mg (0.11 mmol) of 2-chloro-6-({(2-(4-chlorophenyl)-1,3-thiazol-4-ylmethyl}sulfanyl)-4-(4-(2-hydroxyethoxy)phenyl)pyridine-3,5-dicarbonitrile (Example 2A) and 0.019 ml (0.22 mmol) of N-ethylmethylamine were stirred in 1.5 ml of THF for 30 min. About 15 ml of water were added to the reaction mixture, and the aqueous phase was extracted 3× with ethyl acetate. The combined organic phases were washed once with sodium chloride solution, dried over sodium sulfate, concentrated by evaporation ... The product is ClC1=CC=C(C=C1)C=1SC=C(N1)CSC1=NC(=C(C(=C1C#N)C1=CC=C(C=C1)OCCO)C#N)N(C)CC (2-({(2-(4-Chlorophenyl)-1,3-thiazol-4-yl)methyl}sulfanyl)-6-(ethyl(methyl)amino)-4-(4-(2-hydroxyethoxy)phenyl)pyridine-3,5-dicarbonitrile). The solvent is C1CCOC1 (THF). Reactants: ClC1=CC=C(C=C1)C=1SC=C(N1)CSC1=NC=C(C(=C1C#N)C1=CC=C(C=C1)OCCO)C#N ({(2-(4-chlorophenyl)-1,3-thiazol-4-ylmethyl}sulfanyl)-4-(4-(2-hydroxyethoxy)phenyl)pyridine-3,5-dicarbonitrile), C(C)NC (N-ethylmethylamine), O (water). RXN SMILES: [Cl:1][C:2]1[CH:7]=[CH:6][C:5]([C:8]2[S:9][CH:10]=[C:11]([CH2:13][S:14][C:15]3[C:20]([C:21]#[N:22])=[C:19]([C:23]4[CH:28]=[CH:27][C:26]([O:29][CH2:30][CH2:31][OH:32])=[CH:25][CH:24]=4)[C:18]([C:33]#[N:34])=[CH:17][N:16]=3)[N:12]=2)=[CH:4][CH:3]=1.[CH2:35]([NH:37][CH3:38])[CH3:36].O>C1COCC1>[Cl:1][C:2]1[CH:3]=[CH:4][C:5]([C:8]2[S:9][CH:10]=[C:11]([CH2:13][S:14][C:15]3[C:20]([C:21]#[N:22])=[C:19]([C:23]4[CH:28]=[CH:27][C:26]([O:29][CH2:30][CH2:31][OH:32])=[CH:25][CH:24]=4)[C:18]([C:33]#[N:34])=[C:17]([N:37]([CH2:35][CH3:36])[CH3:38])[N:16]=3)[N:12]=2)=[CH:6][CH:7]=1. Starting materials: C1(CCCCC1)OC1C(C(C(C1)(F)F)(F)F)(F)F (2,2,3,3,4,4-hexafluorocyclopentyl cyclohexyl ether). Run in S(O)(O)(=O)=O (sulphuric acid). The product is FC1(C(CC(C1(F)F)(F)F)O)F (2,2,3,3,4,4-hexafluorocyclopentanol). Reaction SMILES: C1([O:7][CH:8]2[CH2:12][C:11]([F:14])([F:13])[C:10]([F:16])([F:15])[C:9]2([F:18])[F:17])CCCCC1>S(=O)(=O)(O)O>[F:17][C:9]1([F:18])[C:10]([F:15])([F:16])[C:11]([F:13])([F:14])[CH2:12][CH:8]1[OH:7]. Procedure details: 276 g (1 mol) of 2,2,3,3,4,4-hexafluorocyclopentyl cyclohexyl ether from Step 2 are added dropwise to 300 ml of concentrated sulphuric acid until the evolution of gas has ceased, and the cleavage product is distilled off at 130°-140° C. The mixture of the desired alcohol and cyclohexene is redistilled. In this manner, distillation gives 2,2,3,3,4,4-hexafluorocyclopentanol. Starting materials: BrC=1C(=C(C=CC1)CO)C ((3-bromo-2-methylphenyl)methanol), CC(=O)OI1(C2=CC=CC=C2C(=O)O1)(OC(=O)C)OC(=O)C (1,1,1-tris(acetyloxy)-1,1-dihydro-1,2-benziodoxol-3-(1H)-one). Solvent: CCOCC (ether), C1CCOC1 (THF). Reaction conditions: time 2 hour. The product is BrC=1C(=C(C=O)C=CC1)C (3-bromo-2-methylbenzaldehyde). The yield is 70.0%. RXN SMILES: [Br:1][C:2]1[C:3]([CH3:10])=[C:4]([CH2:8][OH:9])[CH:5]=[CH:6][CH:7]=1.CC(OI1(OC(C)=O)(OC(C)=O)OC(=O)C2C1=CC=CC=2)=O>C1COCC1.CCOCC>[Br:1][C:2]1[C:3]([CH3:10])=[C:4]([CH:5]=[CH:6][CH:7]=1)[CH:8]=[O:9]. Procedure details: Step 1 A mixture of (3-bromo-2-methylphenyl)methanol (prepared according to the procedures reported in US Pat. Appl. 2006/0173183, 500 mg, 2.49 mmol) in THF (20 mL) was stirred at rt and treated with 1,1,1-tris(acetyloxy)-1,1-dihydro-1,2-benziodoxol-3-(1H)-one (Dess-Martin periodinane, 1.58 g, 3.73 mmol). After 2 h, the mixture was diluted with ether (ca. 100 mL) and washed with 5% aqueous sodium bisulfite, NaHCO3 (aq) and brine, dried and concentrated. The residue was purified by column chromat... The reactants are C(C1=CC=CC=C1)OC1=CC(N(C=C1)CC1CC1)=O (4-Benzyloxy-1-cyclopropylmethyl-1H-pyridin-2-one). Reagents/catalysts: [Pd] (palladium on activated carbon). The solvent is C(C)O (ethanol). The product is C1(CC1)CN1C(C=C(C=C1)O)=O (1-Cyclopropylmethyl-4-hydroxy-1H-pyridin-2-one). The yield is 100.5%. Reaction SMILES: C([O:8][C:9]1[CH:14]=[CH:13][N:12]([CH2:15][CH:16]2[CH2:18][CH2:17]2)[C:11](=[O:19])[CH:10]=1)C1C=CC=CC=1>[Pd].C(O)C>[CH:16]1([CH2:15][N:12]2[CH:13]=[CH:14][C:9]([OH:8])=[CH:10][C:11]2=[O:19])[CH2:17][CH2:18]1. Reported procedure: A mixture of intermediate D1 (2.0 g, 7.83 mmol) and a catalytic amount of 10% palladium on activated carbon in ethanol (300 ml) was stirred under a hydrogen atmosphere for two hours. The mixture was filtered through diatomaceous earth and the solvent was evaporated in vacuo to yield intermediate D2 (1.3 g, 100%) that was used without further purification. Reactants: C12(CC3CC(CC(C1)C3)C2)CC2NCCC3=C2NC2=CC=CC=C32 ((R/S)-1-(1-adamantyl)methyl-1,2,3,4-tetrahydro-9H-pyrido[3,4-b]indole), C1(CCC(=O)O1)=O (succinic anhydride). Solvent: O1CCOCC1 (dioxan). Product: C12(CC3CC(CC(C1)C3)C2)CC2N(CCC3=C2NC2=CC=CC=C32)C(=O)CCC(=O)O ((R/S)-1-(1-adamantyl)methyl-2-(2-carboxyethyl)carbonyl-1,2,3,4-tetrahydro-9H-pyrido[3,4-b]indole). As a reaction SMILES: [C:1]12([CH2:11][CH:12]3[C:17]4[NH:18][C:19]5[C:24]([C:16]=4[CH2:15][CH2:14][NH:13]3)=[CH:23][CH:22]=[CH:21][CH:20]=5)[CH2:10][CH:5]3[CH2:6][CH:7]([CH2:9][CH:3]([CH2:4]3)[CH2:2]1)[CH2:8]2.[C:25]1(=[O:31])[O:30][C:28](=[O:29])[CH2:27][CH2:26]1>O1CCOCC1>[C:1]12([CH2:11][CH:12]3[C:17]4[NH:18][C:19]5[C:24]([C:16]=4[CH2:15][CH2:14][N:13]3[C:25]([CH2:26][CH2:27][C:28]([OH:30])=[O:29])=[O:31])=[CH:23][CH:22]=[CH:21][CH:20]=5)[CH2:10][CH:5]3[CH2:4][CH:3]([CH2:9][CH:7]([CH2:6]3)[CH2:8]1)[CH2:2]2. Procedure: A mixture of (R/S)-1-(1-adamantyl)methyl-1,2,3,4-tetrahydro-9H-pyrido[3,4-b]indole (640 mg, 2.0 mmol) and succinic anhydride (250 mg, 2.5 mmol) was stirred in dioxan (5 ml) at room temperature for 17 hours. The white precipiate which had formed was isolated by filtration, washed with dioxan and dried. (640 mg, 76%). Product: N=1C=2C(=CC(=CC2C)B3OC(C)(C)C(O3)(C)C)NC1C. Conditions: temperature 80 celsius, time 48 hour. The reagents and catalysts are O1B(OC(C)(C)C1(C)C)B2OC(C)(C)C(O2)(C)C, N=1C=C(C(=C2C=CC3=C(N=CC(=C3C)C)C12)C)C, C[OH2+].C[OH2+].C1CC=CCCC=C1.C1CC=CCCC=C1.[Ir].[Ir]. The reactants are N=1C=2C(=CC=CC2C)NC1C. The solvent is O1CCCC1. Isolated yield 72.0%.